Dataset: the Open Reaction Database (ORD), a public repository of structured organic reaction records. Task: describe an organic reaction: reactants, conditions, products, and yield Starting materials: C(CCCCCCCCC)OC=1C=C2C=CC(=CC2=CC1)Br (6-decyloxy-2-bromonaphthalene), C(#CCCC)OC(C)C#C ((+)-2-pentynyloxy-3-butyne), C1(=CC=CC=C1)P(C1=CC=CC=C1)C1=CC=CC=C1 (triphenylphosphine). Reagents/catalysts: [Cu](I)I (copper iodide), Cl[Pd]([P](C1=CC=CC=C1)(C2=CC=CC=C2)C3=CC=CC=C3)([P](C4=CC=CC=C4)(C5=CC=CC=C5)C6=CC=CC=C6)Cl (bis(triphenylphosphine)-palladium chloride). Run in C(C)N(CC)CC (triethylamine). The product is C(CCCCCCCCC)OC=1C=C2C=CC(=CC2=CC1)C#CC(C)OC#CCCC ((+)-6-decyloxy-2-(3-pentynyloxy-1-butynyl)naphthalene). Yield: 82.0%. Reaction SMILES: [CH2:1]([O:11][C:12]1[CH:13]=[C:14]2[C:19](=[CH:20][CH:21]=1)[CH:18]=[C:17](Br)[CH:16]=[CH:15]2)[CH2:2][CH2:3][CH2:4][CH2:5][CH2:6][CH2:7][CH2:8][CH2:9][CH3:10].[C:23]([O:28][CH:29]([C:31]#[CH:32])[CH3:30])#[C:24][CH2:25][CH2:26][CH3:27].C1(P(C2C=CC=CC=2)C2C=CC=CC=2)C=CC=CC=1>[Cu](I)I.Cl[Pd](Cl)([P](C1C=CC=CC=1)(C1C=CC=CC=1)C1C=CC=CC=1)[P](C1C=CC=CC=1)(C1C=CC=CC=1)C1C=CC=CC=1.C(N(CC)CC)C>[CH2:1]([O:11][C:12]1[CH:13]=[C:14]2[C:19](=[CH:20][CH:21]=1)[CH:18]=[C:17]([C:32]#[C:31][CH:29]([O:28][C:23]#[C:24][CH2:25][CH2:26][CH3:27])[CH3:30])[CH:16]=[CH:15]2)[CH2:2][CH2:3][CH2:4][CH2:5][CH2:6][CH2:7][CH2:8][CH2:9][CH3:10] |^1:57,76|. Procedure: 18.2 g (0.05 mol ) of 6-decyloxy-2-bromonaphthalene (VI-60), 15.4 g (0.1 mol ) of (+)-2-pentynyloxy-3-butyne (VII*-60), 0.5 g of copper iodide, 0.8 g of triphenylphosphine, 0.4 g of bis(triphenylphosphine)-palladium chloride and 100 ml of triethylamine were stirred under reflux for 7 hours in an atmosphere of nitrogen gas. After completion of the reaction, the reaction mixture was poured into ice-aqueous hydrochloric acid and extracted with 200 ml of ethyl acetate. The organic layer was further ... Reactants: NC=1C=C2C=3CC(CCC3NC2=CC1)N(C)C (6-amino-3-(dimethyl)amino-1,2,3,4-tetrahydro-9H-carbazole), C(C)N=C=O (ethyl isocyanate), polystyrene. Solvent: ClCCl (dichloromethane). Yields the product C(C)NC(=O)NC=1C=C2C=3CC(CCC3NC2=CC1)N(C)C (N-ethyl-N'-(3-(dimethyl)amino-1,2,3,4-tetrahydro-9H-carbazol-6-yl)urea). Isolated yield 22.9%. As a reaction SMILES: [NH2:1][C:2]1[CH:3]=[C:4]2[C:12](=[CH:13][CH:14]=1)[NH:11][C:10]1[CH2:9][CH2:8][CH:7]([N:15]([CH3:17])[CH3:16])[CH2:6][C:5]2=1.[CH2:18]([N:20]=[C:21]=[O:22])[CH3:19]>ClCCl>[CH2:18]([NH:20][C:21]([NH:1][C:2]1[CH:3]=[C:4]2[C:12](=[CH:13][CH:14]=1)[NH:11][C:10]1[CH2:9][CH2:8][CH:7]([N:15]([CH3:17])[CH3:16])[CH2:6][C:5]2=1)=[O:22])[CH3:19]. Reported procedure: To a solution of 10.0 mg (0.0437 mMol) 6-amino-3-(dimethyl)amino-1,2,3,4-tetrahydro-9H-carbazole in 3.0 mL dichloromethane were added 6.2 mg (0.0874 mMol) ethyl isocyanate. The reaction was mixed for 48 hours and to it were then added 0.15 gm (0.0874 mMol) aminomethylated polystyrene and the reaction mixed for an additional 18 hours. The reaction mixture was then filtered and the filtrate washed with 1N hydrochloric acid. The aqueous phase was washed several times with dichloromethane and was th... Reactants: CC1(C)Oc2ccc(OCc3ccccc3)cc2C2OC21, CCCC[N+](CCCC)(CCCC)CCCC, C1CCOC1, CCS(=O)(=O)N(C)[Si](C)(C)C, [F-], O, O, O. Product: CCS(=O)(=O)N(C)C1c2cc(OCc3ccccc3)ccc2OC(C)(C)C1O. As a reaction SMILES: [CH2:1]([c:2]1[cH:3][cH:4][cH:5][cH:6][cH:7]1)[O:8][c:9]1[cH:10][c:11]2[c:16]([cH:17][cH:18]1)[O:15][C:14]([CH3:19])([CH3:20])[CH:13]1[CH:12]2[O:21]1.[CH2:37]([N+:38]([CH2:39][CH2:40][CH2:41][CH3:42])([CH2:43][CH2:44][CH2:45][CH3:46])[CH2:47][CH2:48][CH2:49][CH3:50])[CH2:51][CH2:52][CH3:53].[CH2:54]1[O:55][CH2:56][CH2:57][CH2:58]1.[CH3:22][N:23]([S:24](=[O:25])(=[O:26])[CH2:27][CH3:28])[Si:29]([CH3:30])([CH3:31])[CH3:32].[F-:36].[OH2:33].[OH2:34].[OH2:35]>>[CH2:1]([c:2]1[cH:3][cH:4][cH:5][cH:6][cH:7]1)[O:8][c:9]1[cH:10][c:11]2[c:16]([cH:17][cH:18]1)[O:15][C:14]([CH3:19])([CH3:20])[CH:13]([OH:21])[CH:12]2[N:23]([CH3:22])[S:24](=[O:25])(=[O:26])[CH2:27][CH3:28]. The reactants are CC=1N=C(SC1C(=O)OCC)N1C(C=C(C=C1)C1=CC=CC=C1)=O (ethyl 4-methyl-2-(2-oxo-4-phenylpyridin-1(2H)-yl)thiazole-5-carboxylate), C(C)(=O)O (acetic acid), [OH-].[Li+] (lithium hydroxide). Solvent: O1CCCC1 (tetrahydrofuran), O (water). Reaction conditions: temperature 50 celsius. Yields the product CC=1N=C(SC1C(=O)O)N1C(C=C(C=C1)C1=CC=CC=C1)=O (4-Methyl-2-(2-oxo-4-phenylpyridin-1(2H)-yl)thiazole-5-carboxylic Acid), solid. The yield is 87.0%. Reaction SMILES: [CH3:1][C:2]1[N:3]=[C:4]([N:12]2[CH:17]=[CH:16][C:15]([C:18]3[CH:23]=[CH:22][CH:21]=[CH:20][CH:19]=3)=[CH:14][C:13]2=[O:24])[S:5][C:6]=1[C:7]([O:9]CC)=[O:8].[OH-].[Li+].C(O)(=O)C>O1CCCC1.O>[CH3:1][C:2]1[N:3]=[C:4]([N:12]2[CH:17]=[CH:16][C:15]([C:18]3[CH:23]=[CH:22][CH:21]=[CH:20][CH:19]=3)=[CH:14][C:13]2=[O:24])[S:5][C:6]=1[C:7]([OH:9])=[O:8] |f:1.2|. Procedure: To a solution of ethyl 4-methyl-2-(2-oxo-4-phenylpyridin-1(2H)-yl)thiazole-5-carboxylate (0.25 g, 0.74 mmol) in a mixture of tetrahydrofuran (4 mL) and water (4 mL) was added lithium hydroxide (0.14 g, 3.68 mmol). The reaction mixture was heated at 50° C. for 4 hours, then cooled to ambient temperature and acidified to pH 6 with acetic acid. The solid obtained was collected by filtration, washed with water and dried in air. The title compound was obtained as a yellowish solid (0.20 g, 87%): MS (... Reactants: O=C([O-])[O-], CS(=O)(=O)OCc1ccc(-c2cnccn2)cc1, [Cs+], [Cs+], CN(C)C=O, CCOC(=O)CC1CCc2c1[nH]c1ccc(O)cc21. As a reaction SMILES: [C:20](=[O:21])([O-:22])[O-:23].[CH3:26][S:27]([O:28][CH2:31][c:32]1[cH:33][cH:34][c:35](-[c:38]2[n:39][cH:40][cH:41][n:42][cH:43]2)[cH:36][cH:37]1)(=[O:29])=[O:30].[Cs+:24].[Cs+:25].[O:44]=[CH:45][N:46]([CH3:47])[CH3:48].[OH:1][c:2]1[cH:3][c:4]2[c:5]3[c:6]([nH:7][c:8]2[cH:9][cH:10]1)[CH:11]([CH2:14][C:15](=[O:16])[O:17][CH2:18][CH3:19])[CH2:12][CH2:13]3>>[O:1]([c:2]1[cH:3][c:4]2[c:5]3[c:6]([nH:7][c:8]2[cH:9][cH:10]1)[CH:11]([CH2:14][C:15](=[O:16])[O:17][CH2:18][CH3:19])[CH2:12][CH2:13]3)[CH2:31][c:32]1[cH:33][cH:34][c:35](-[c:38]2[n:39][cH:40][cH:41][n:42][cH:43]2)[cH:36][cH:37]1. The product is CCOC(=O)CC1CCc2c1[nH]c1ccc(OCc3ccc(-c4cnccn4)cc3)cc21. Reactants: CN(C=CC(C(=O)OCC)=O)C (ethyl 4-dimethylamino-2-oxo-3-butenoate), C1(=CC=CC=C1)C(C(C)=O)=O (1-phenyl-1,2-propanedione), C(C)OC(N(C)C)OCC (N,N-dimethylformamide diethyl acetal). The product is CN(C=CC(C(=O)C1=CC=CC=C1)=O)C (4-dimethylamino-1-phenyl-3-butene-1,2-dione). As a reaction SMILES: [CH3:1][N:2]([CH3:12])[CH:3]=[CH:4][C:5](=[O:11])[C:6]([O:8]CC)=O.[C:13]1(C(=O)C(=O)C)[CH:18]=[CH:17][CH:16]=[CH:15][CH:14]=1.C(OC(OCC)N(C)C)C>>[CH3:12][N:2]([CH3:1])[CH:3]=[CH:4][C:5](=[O:11])[C:6]([C:13]1[CH:18]=[CH:17][CH:16]=[CH:15][CH:14]=1)=[O:8]. Procedure: The procedure is as in Example 2 for the preparation of ethyl 4-dimethylamino-2-oxo-3-butenoate, starting with 1-phenyl-1,2-propanedione (25 g) and N,N-dimethylformamide diethyl acetal (28.3 g). After purification by chromatography on a silica column with ethyl acetate as eluent, 4-dimethylamino-1-phenyl-3-butene-1,2-dione (9.3 g), m.p. 88° C., is obtained. The reactants are CS(=O)(=O)O, CO, [Cl-], O=C(C#Cc1ccc(CO)cc1)Nc1ccc(-c2ccc(Cl)cc2F)cc1, ClCCl, N. The product is CS(=O)(=O)OCc1ccc(C#CC(=O)Nc2ccc(-c3ccc(Cl)cc3F)cc2)cc1. RXN SMILES: [CH3:29][S:30](=[O:31])(=[O:32])[OH:33].[CH3:35][OH:36].[Cl-:28].[Cl:1][c:2]1[cH:3][c:4]([F:27])[c:5](-[c:8]2[cH:9][cH:10][c:11]([NH:14][C:15]([C:16]#[C:17][c:18]3[cH:19][cH:20][c:21]([CH2:24][OH:25])[cH:22][cH:23]3)=[O:26])[cH:12][cH:13]2)[cH:6][cH:7]1.[Cl:37][CH2:38][Cl:39].[NH3:34]>>[Cl:1][c:2]1[cH:3][c:4]([F:27])[c:5](-[c:8]2[cH:9][cH:10][c:11]([NH:14][C:15]([C:16]#[C:17][c:18]3[cH:19][cH:20][c:21]([CH2:24][O:25][S:30]([CH3:29])(=[O:31])=[O:32])[cH:22][cH:23]3)=[O:26])[cH:12][cH:13]2)[cH:6][cH:7]1.